Dataset: the Open Reaction Database (ORD), a public repository of structured organic reaction records. Task: describe an organic reaction: reactants, conditions, products, and yield Run in C(Cl)(Cl)(Cl)Cl (carbon tetrachloride). The yield is 98.0%. Procedure details: 1.0 g quantity of benzyl 2-(3-phenoxyacetamido-4-benzenesulfonylthio-2-azetidinone-1-yl)-3-methyl-3-butenate was dissolved in 10 ml of a benzenedioxane (1:2) mixture. To the solution was added 3 g of NaHCO3 and the mixture was stirred at room temperature. Thereto was added dropwise over 3 minutes 1.5 ml of carbon tetrachloride having dissolved therein 2.1 mmol of chlorine and the mixture was stirred for 2 hours. The reaction mixture was extracted with ethyl acetate and the extract was subjected ... Product: O(C1=CC=CC=C1)CC(=O)NC1C(N(C1SS(=O)(=O)C1=CC=CC=C1)C(C(=O)OCC1=CC=CC=C1)C(=C)CCl)=O (benzyl 2-(3-phenoxyacetamido-4-benzenesulfonylthio-2-azetidinone-1-yl)-3-chloromethyl-3-butenate). As a reaction SMILES: [O:1]([CH2:8][C:9]([NH:11][CH:12]1[CH:15]([S:16][S:17]([C:20]2[CH:25]=[CH:24][CH:23]=[CH:22][CH:21]=2)(=[O:19])=[O:18])[N:14]([CH:26]([C:37]([CH3:39])=[CH2:38])[C:27]([O:29][CH2:30][C:31]2[CH:36]=[CH:35][CH:34]=[CH:33][CH:32]=2)=[O:28])[C:13]1=[O:40])=[O:10])[C:2]1[CH:7]=[CH:6][CH:5]=[CH:4][CH:3]=1.C([O-])(O)=O.[Na+].[Cl:46]Cl>C(Cl)(Cl)(Cl)Cl>[O:1]([CH2:8][C:9]([NH:11][CH:12]1[CH:15]([S:16][S:17]([C:20]2[CH:25]=[CH:24][CH:23]=[CH:22][CH:21]=2)(=[O:19])=[O:18])[N:14]([CH:26]([C:37]([CH2:39][Cl:46])=[CH2:38])[C:27]([O:29][CH2:30][C:31]2[CH:32]=[CH:33][CH:34]=[CH:35][CH:36]=2)=[O:28])[C:13]1=[O:40])=[O:10])[C:2]1[CH:7]=[CH:6][CH:5]=[CH:4][CH:3]=1 |f:1.2|. Starting materials: O(C1=CC=CC=C1)CC(=O)NC1C(N(C1SS(=O)(=O)C1=CC=CC=C1)C(C(=O)OCC1=CC=CC=C1)C(=C)C)=O (benzyl 2-(3-phenoxyacetamido-4-benzenesulfonylthio-2-azetidinone-1-yl)-3-methyl-3-butenate), C(=O)(O)[O-].[Na+] (NaHCO3), ClCl (chlorine). Starting materials: O1C(=CC2=C1C=CC=C2)NC2=NC=C(C=C2)C=2C=NN(C2)C (3-benzofuran-2-yl-5-(1-methyl-1H-pyrazol-4-yl)-pyridin-2-ylamine), Cl (HCl). Solvent: O1CCOCC1 (dioxane), O1CCOCC1 (dioxane). The product is Cl.Cl.O1C(=CC2=C1C=CC=C2)NC2=NC=C(C=C2)C=2C=NN(C2)C (3-Benzofuran-2-yl-5-(1-methyl-1H-pyrazol-4-yl)-pyridin-2-ylamine bis-hydrochloride). Reaction SMILES: [O:1]1[C:5]2[CH:6]=[CH:7][CH:8]=[CH:9][C:4]=2[CH:3]=[C:2]1[NH:10][C:11]1[CH:16]=[CH:15][C:14]([C:17]2[CH:18]=[N:19][N:20]([CH3:22])[CH:21]=2)=[CH:13][N:12]=1.[ClH:23]>O1CCOCC1>[ClH:23].[ClH:23].[O:1]1[C:5]2[CH:6]=[CH:7][CH:8]=[CH:9][C:4]=2[CH:3]=[C:2]1[NH:10][C:11]1[CH:16]=[CH:15][C:14]([C:17]2[CH:18]=[N:19][N:20]([CH3:22])[CH:21]=2)=[CH:13][N:12]=1 |f:3.4.5|. Procedure: A solution of 3-benzofuran-2-yl-5-(1-methyl-1H-pyrazol-4-yl)-pyridin-2-ylamine (60 mg, 0.207 mmol) in dioxane (3 mL) was charged with 4.0 M of HCl in dioxane (1 mL) at rt. Upon addition, a solid precipitated and all solvent was removed in vacuo. MeOH and heptane were added and the solid was filtered off and dried, giving the title compound as a yellow solid. 1H NMR (400 MHz, DMSO-d6): δ=3.89 (s, 3H), 7.31-7.38 (m, 1H), 7.43 (ddd, J=8.3, 7.1, 1.3 Hz, 1H), 7.64 (d, J=0.8 Hz, 1H), 7.71 (dd, J=8.2, ... Reactants: C(C)[SiH](CC)CC (triethylsilane), C([O-])(O)=O.[Na+] (sodium bicarbonate), ClC1=CC=C(C=C1)C(O)(C1=NNC=C1)C1=CC=C(C=C1)Cl (α,α-bis(4-chlorophenyl)-1H-pyrazole-3-methanol), O (water). The solvent is C(Cl)Cl (methylene chloride), FC(C(=O)O)(F)F (trifluoroacetic acid). Reaction conditions: temperature 0 celsius, time 1 hour. Yields the product Cl.ClC1=CC=C(C=C1)C(C1=NNC=C1)C1=CC=C(C=C1)Cl (3-[Bis(4-chlorophenyl)methyl]-1H-pyrazole hydrochloride). The yield is 126.1%. Reaction SMILES: [Cl:1][C:2]1[CH:7]=[CH:6][C:5]([C:8]([C:15]2[CH:20]=[CH:19][C:18]([Cl:21])=[CH:17][CH:16]=2)([C:10]2[CH:14]=[CH:13][NH:12][N:11]=2)O)=[CH:4][CH:3]=1.C([SiH](CC)CC)C.O.C(=O)(O)[O-].[Na+]>FC(F)(F)C(O)=O.C(Cl)Cl>[ClH:1].[Cl:1][C:2]1[CH:3]=[CH:4][C:5]([CH:8]([C:15]2[CH:20]=[CH:19][C:18]([Cl:21])=[CH:17][CH:16]=2)[C:10]2[CH:14]=[CH:13][NH:12][N:11]=2)=[CH:6][CH:7]=1 |f:3.4,7.8|. Reported procedure: A solution of 0.638 g of α,α-bis(4-chlorophenyl)-1H-pyrazole-3-methanol in 15 ml of trifluoroacetic acid was cooled to 0° C. Under a nitrogen atmosphere, 0.464 g of triethylsilane in 1 ml of methylene chloride was added. After stirring for 1 hour at 0° C., the mixture was poured into water, treated with sodium bicarbonate, and extracted with ethyl acetate. The ethyl acetate extract was dried, filtered, and evaporated to provide 428 mg of the title product (base) as a colorless oil. The residue w... The reactants are C(C1=CC=CC=C1)OC(=O)N1CCNCC1 (1-benzyloxycarbonylpiperazine), C(Cl)C1CO1 ((±)-epichlorohydrin). The product is O1C(C1)CN1CCN(CC1)C(=O)OCC1=CC=CC=C1 (benzyl 4-(oxiran-2-ylmethyl)piperazine-1-carboxylate). As a reaction SMILES: [CH2:1]([O:8][C:9]([N:11]1[CH2:16][CH2:15][NH:14][CH2:13][CH2:12]1)=[O:10])[C:2]1[CH:7]=[CH:6][CH:5]=[CH:4][CH:3]=1.[CH2:17]([CH:19]1[O:21][CH2:20]1)Cl>>[O:21]1[CH2:20][CH:19]1[CH2:17][N:14]1[CH2:15][CH2:16][N:11]([C:9]([O:8][CH2:1][C:2]2[CH:7]=[CH:6][CH:5]=[CH:4][CH:3]=2)=[O:10])[CH2:12][CH2:13]1. Procedure: By using 1-benzyloxycarbonylpiperazine (6 ml) and (±)-epichlorohydrin (2.4 ml) as starting materials, the title compound (7.80 g) was obtained in the same manner as that of Reference Example 33. RXN SMILES: [CH3:18][CH:19]([CH3:20])[N:21]1[CH2:22][CH2:23][CH2:24][c:25]2[cH:26][c:27]([C:31]([CH3:32])=[O:33])[cH:28][cH:29][c:30]21.[CH3:36][N:37]([CH3:38])[CH:39]=[O:40].[Cl-:34].[F:3][CH:4]([C:5](=[O:6])[O:7][CH2:8][CH3:9])[P:10]([O:11][CH2:12][CH3:13])([O:14][CH2:15][CH3:16])=[O:17].[H-:1].[NH4+:35].[Na+:2]>>[F:3][C:4]([C:5](=[O:6])[O:7][CH2:8][CH3:9])=[C:31]([c:27]1[cH:26][c:25]2[c:30]([cH:29][cH:28]1)[N:21]([CH:19]([CH3:18])[CH3:20])[CH2:22][CH2:23][CH2:24]2)[CH3:32]. Yields the product CCOC(=O)C(F)=C(C)c1ccc2c(c1)CCCN2C(C)C. Reactants: CC(=O)c1ccc2c(c1)CCCN2C(C)C, CN(C)C=O, [Cl-], CCOC(=O)C(F)P(=O)(OCC)OCC, [H-], [NH4+], [Na+].